From a dataset of the Open Reaction Database (ORD), a public repository of structured organic reaction records. describe an organic reaction: reactants, conditions, products, and yield The reactants are COC1=CC=C(C=C1)C=1OC=2C(N1)=C(C=CC2)C(=O)O (2-(4-methoxyphenyl)benzoxazole-4-carboxylic acid), Cl.Cl.NC1CN2CCC1CC2 (3-aminoquinuclidine dihydrochloride). The product is N12CC(C(CC1)CC2)NC(=O)C=2C=CC=C1C2N=C(O1)C1=CC=C(C=C1)OC (N-(1-Azabicyclo[2.2.2]oct-3-yl)-2-(4-methoxyphenyl)benzoxazole-4-carboxamide). Yield: 5.0%. As a reaction SMILES: [CH3:1][O:2][C:3]1[CH:8]=[CH:7][C:6]([C:9]2[O:10][C:11]3[C:12](=[C:14]([C:18]([OH:20])=O)[CH:15]=[CH:16][CH:17]=3)[N:13]=2)=[CH:5][CH:4]=1.Cl.Cl.[NH2:23][CH:24]1[CH:29]2[CH2:30][CH2:31][N:26]([CH2:27][CH2:28]2)[CH2:25]1>>[N:26]12[CH2:31][CH2:30][CH:29]([CH2:28][CH2:27]1)[CH:24]([NH:23][C:18]([C:14]1[CH:15]=[CH:16][CH:17]=[C:11]3[O:10][C:9]([C:6]4[CH:5]=[CH:4][C:3]([O:2][CH3:1])=[CH:8][CH:7]=4)=[N:13][C:12]=13)=[O:20])[CH2:25]2 |f:1.2.3|. Reported procedure: N-(1-Azabicyclo[2.2.2]oct-3-yl)-2-(4-methoxyphenyl)benzoxazole-4-carboxamide was prepared from 2-(4-methoxyphenyl)benzoxazole-4-carboxylic acid and 3-aminoquinuclidine dihydrochloride using the method outlined in Step C of Example 14. This compound was obtained in 5% yield as an off-white solid: mp 108-109° C.; 1H NMR (500 MHz, CD3OD) δ 8.19 (dt, J=9.7, 2.8 Hz, 2H), 8.01 (dd, J=7.7, 0.9 Hz, 1H), 7.82 (dd, J=7.7, 0.9 Hz, 1H), 7.49 (t, J=8.0 Hz, 1H), 7.14 (dt, J=9.7, 2.8 Hz, 2H), 4.25 (m, 1H), 3.9... Reactants: BrC1=CC=2C3=C(C=NC2C=C1)N(C(N3C=3C(=NN(C3)C(C)C)C)=O)C (8-bromo-1-(1-isopropyl-3-methyl-1H-pyrazol-4-yl)-3-methyl-1,3-dihydro-imidazo[4,5-c]quinolin-2-one), BrC1=CC=2C3=C(C=NC2C=C1)N(C(N3C=3C(=NN(C3)C(C)C)C)=O)C (8-bromo-1-(1-isopropyl-3-methyl-1H-pyrazol-4-yl)-3-methyl-1,3-dihydro-imidazo[4,5-c]quinolin-2-one), CC1(OB(OC1(C)C)C=1C=C(C=NC1)C(C)(C)O)C (2-[5-(4,4,5,5-tetramethyl-[1,3,2]dioxaborolan-2-yl)-pyridin-3-yl]-propan-2-ol). The product is OC(C)(C)C=1C=C(C=NC1)C1=CC=2C3=C(C=NC2C=C1)N(C(N3C=3C(=NN(C3)C(C)C)C)=O)C (8-[5-(1-Hydroxy-1-methyl-ethyl)-pyridin-3-yl]-1-(1-isopropyl-3-methyl-1H-pyrazol-4-yl)-3-methyl-1,3-dihydro-imidazo[4,5-c]quinolin-2-one). RXN SMILES: Br[C:2]1[CH:11]=[CH:10][C:9]2[N:8]=[CH:7][C:6]3[N:12]([CH3:25])[C:13](=[O:24])[N:14]([C:15]4[C:16]([CH3:23])=[N:17][N:18]([CH:20]([CH3:22])[CH3:21])[CH:19]=4)[C:5]=3[C:4]=2[CH:3]=1.CC1(C)C(C)(C)OB([C:34]2[CH:35]=[C:36]([C:40]([OH:43])([CH3:42])[CH3:41])[CH:37]=[N:38][CH:39]=2)O1>>[OH:43][C:40]([C:36]1[CH:35]=[C:34]([C:2]2[CH:11]=[CH:10][C:9]3[N:8]=[CH:7][C:6]4[N:12]([CH3:25])[C:13](=[O:24])[N:14]([C:15]5[C:16]([CH3:23])=[N:17][N:18]([CH:20]([CH3:21])[CH3:22])[CH:19]=5)[C:5]=4[C:4]=3[CH:3]=2)[CH:39]=[N:38][CH:37]=1)([CH3:42])[CH3:41]. Reported procedure: The title compound was synthesized in a similar manner as described for Example 1.1 using 8-bromo-1-(1-isopropyl-3-methyl-1H-pyrazol-4-yl)-3-methyl-1,3-dihydro-imidazo[4,5-c]quinolin-2-one (Intermediate G) and 2-[5-(4,4,5,5-tetramethyl-[1,3,2]dioxaborolan-2-yl)-pyridin-3-yl]-propan-2-ol (Stage 215.1.1) to give the title compound as a white foam. (HPLC: tR 2.13 min (Method A); M+H=457 MS-ES; 1H-NMR (d6-DMSO, 400 MHz) 8.99 (s, 1H), 8.69-8.66 (m, 1H), 8.46-8.44 (m, 1H), 8.21 (s, 1H), 8.16-8.12 (m, ... Starting materials: [H-].[H-].[H-].[H-].[Li+].[Al+3] (LiAlH4), [Si](C)(C)(C(C)(C)C)OCC1=CC=CC(=N1)CCC(=O)N1CCOCC1 (3-[6-(t-butyldimethylsilanyl-oxymethyl)pyridin-2-yl]-1-morpholin-4-ylpropan-1-one). Solvent: C1CCOC1 (THF), C1CCOC1 (THF). Run at time 3 hour. Yields the product [Si](C)(C)(C(C)(C)C)OCC1=CC=CC(=N1)CCCN1CCOCC1 (4-{3-[6-(t-butyldimethylsilanyloxymethyl)pyridin-2-yl]propyl}morpholine). The yield is 41.6%. RXN SMILES: [H-].[H-].[H-].[H-].[Li+].[Al+3].[Si:7]([O:14][CH2:15][C:16]1[N:21]=[C:20]([CH2:22][CH2:23][C:24]([N:26]2[CH2:31][CH2:30][O:29][CH2:28][CH2:27]2)=O)[CH:19]=[CH:18][CH:17]=1)([C:10]([CH3:13])([CH3:12])[CH3:11])([CH3:9])[CH3:8]>C1COCC1>[Si:7]([O:14][CH2:15][C:16]1[N:21]=[C:20]([CH2:22][CH2:23][CH2:24][N:26]2[CH2:27][CH2:28][O:29][CH2:30][CH2:31]2)[CH:19]=[CH:18][CH:17]=1)([C:10]([CH3:13])([CH3:11])[CH3:12])([CH3:8])[CH3:9] |f:0.1.2.3.4.5|. Procedure details: To a suspension of 420 mg of LiAlH4 in 20 mL of THF, the solution of 1.9 g of 3-[6-(t-butyldimethylsilanyl-oxymethyl)pyridin-2-yl]-1-morpholin-4-ylpropan-1-one in 30 mL of THF was added dropwise at ice temperature. After the reaction mixture was stirred at room temperature for 3 hours, the excess LiAlH4 was quenched with water, and the solution was filtrated through Hyflo Super-Cel (Nacalai Tesque) and partitioned. The organic layer was washed with brine, and dried over anhydrous magnesium sulfa... Reactants: C(C=C)N1C(C2(CC(C1=O)C2)C2=CC=C(C=C2)[N+](=O)[O-])=O (3-allyl-1-(4-nitrophenyl)-3-azabicyclo[3.1.1]heptane-2,4-dione), [Sn] (tin). Solvent: O (water), Cl (hydrochloric acid), O (water). Conditions: time 1.5 hour. Yields the product C(C=C)N1C(C2(CC(C1=O)C2)C2=CC=C(C=C2)N)=O (3-allyl-1-(4-aminophenyl)-3-azabicyclo[3.1.1]heptane-2.4-dione). As a reaction SMILES: [CH2:1]([N:4]1[C:9](=[O:10])[CH:8]2[CH2:11][C:6]([C:12]3[CH:17]=[CH:16][C:15]([N+:18]([O-])=O)=[CH:14][CH:13]=3)([CH2:7]2)[C:5]1=[O:21])[CH:2]=[CH2:3].[Sn]>O.Cl>[CH2:1]([N:4]1[C:9](=[O:10])[CH:8]2[CH2:11][C:6]([C:12]3[CH:13]=[CH:14][C:15]([NH2:18])=[CH:16][CH:17]=3)([CH2:7]2)[C:5]1=[O:21])[CH:2]=[CH2:3] |^3:21|. Procedure details: A mixture of 1.97 g of 3-allyl-1-(4-nitrophenyl)-3-azabicyclo[3.1.1]heptane-2,4-dione and 5.2 g of tin powder in 14 ml of water and 14 ml of concentrated hydrochloric acid is stirred at 100° for 1.5 hours. After cooling to room temperature, the reaction mixture is diluted with a little water, filtered and rendered alkaline by the addition of sodium hydroxide solution. The reaction mixture is extracted with ethyl acetate, and the organic phase is washed neutral with dilute sodium chloride solutio...